From a dataset of the Open Reaction Database (ORD), a public repository of structured organic reaction records. describe an organic reaction: reactants, conditions, products, and yield Reactants: OCCC1OCCc2cc(Br)ccc21, O=C([O-])[O-], [Cu]I, [K+], [K+], CN(C)C=O, c1cn[nH]c1. Yields the product OCCC1OCCc2cc(-n3cccn3)ccc21. RXN SMILES: [Br:1][c:2]1[cH:3][cH:4][c:5]2[c:6]([cH:14]1)[CH2:7][CH2:8][O:9][CH:10]2[CH2:11][CH2:12][OH:13].[C:20](=[O:21])([O-:22])[O-:23].[Cu:31][I:32].[K+:24].[K+:25].[O:26]=[CH:27][N:28]([CH3:29])[CH3:30].[nH:15]1[n:16][cH:17][cH:18][cH:19]1>>[c:2]1(-[n:15]2[n:16][cH:17][cH:18][cH:19]2)[cH:3][cH:4][c:5]2[c:6]([cH:14]1)[CH2:7][CH2:8][O:9][CH:10]2[CH2:11][CH2:12][OH:13]. Reactants: Clc1cccc(-c2ccccn2)n1, NN, c1ccncc1. Product: NNc1cccc(-c2ccccn2)n1. As a reaction SMILES: [Cl:1][c:2]1[cH:3][cH:4][cH:5][c:6](-[c:8]2[n:9][cH:10][cH:11][cH:12][cH:13]2)[n:7]1.[NH2:14][NH2:15].[cH:16]1[cH:17][cH:18][n:19][cH:20][cH:21]1>>[c:2]1([NH:14][NH2:15])[cH:3][cH:4][cH:5][c:6](-[c:8]2[n:9][cH:10][cH:11][cH:12][cH:13]2)[n:7]1. Solvent: C(C)(=O)OCC (ethyl acetate). RXN SMILES: [CH3:1][N:2]([CH2:42][CH2:43][N:44]([C:46]([N:48]1[CH2:53][CH2:52][O:51][CH2:50][CH2:49]1)=[O:47])[CH3:45])[C:3]([NH:5][C@H:6]([C:14]([N:16]([CH3:41])[C@H:17]([C:24]([NH:26][C@H:27]([C@@H:35]([OH:40])[CH2:36][CH:37]([CH3:39])[CH3:38])[CH2:28][CH:29]1[CH2:34][CH2:33][CH2:32][CH2:31][CH2:30]1)=[O:25])[CH2:18][C:19]1[N:23]=[CH:22][NH:21][CH:20]=1)=[O:15])[CH2:7][C:8]1[CH:13]=[CH:12][CH:11]=[CH:10][CH:9]=1)=[O:4].[ClH:54]>C(OCC)(=O)C>[ClH:54].[CH3:1][N:2]([CH2:42][CH2:43][N:44]([C:46]([N:48]1[CH2:49][CH2:50][O:51][CH2:52][CH2:53]1)=[O:47])[CH3:45])[C:3]([NH:5][C@H:6]([C:14]([N:16]([CH3:41])[C@H:17]([C:24]([NH:26][C@H:27]([C@@H:35]([OH:40])[CH2:36][CH:37]([CH3:39])[CH3:38])[CH2:28][CH:29]1[CH2:30][CH2:31][CH2:32][CH2:33][CH2:34]1)=[O:25])[CH2:18][C:19]1[N:23]=[CH:22][NH:21][CH:20]=1)=[O:15])[CH2:7][C:8]1[CH:9]=[CH:10][CH:11]=[CH:12][CH:13]=1)=[O:4] |f:3.4|. The product is Cl.CN(C(=O)N[C@@H](CC1=CC=CC=C1)C(=O)N([C@@H](CC1=CNC=N1)C(=O)N[C@@H](CC1CCCCC1)[C@H](CC(C)C)O)C)CCN(C)C(=O)N1CCOCC1 ((2S,3S)-2-[Nα -[N-[N-methyl-N-{2-(N-morpholinocarbonyl-N-methylamino)ethyl}aminocarbonyl]-L-phenylalanyl]-Nα -methyl-L-histidyl]amino-1-cyclohexyl-3-hydroxy-5-methylhexane hydrochloride). Conditions: time 5 minute. Procedure: To a solution of (2S,3S)-2-[Nα -[N-[N-methyl-N-{2-(N-morpholinocarbonyl-N-methylamino)ethyl}aminocarbonyl]-L-phenylalanyl]-Nα -methyl-L-histidyl]amino-1-cyclohexyl-3-hydroxy-5-methylhexane (210 mg) inethanol (10 ml), which was cooled to 0° C., was added a solution of 4M hydrogen chloride in ethyl acetate (71 μl). After being stirred at the same temperature for 5 minutes, the solution was concentrated under reduced pressure to give (2S,3S)-2-[Nα -[N-[N-methyl-N-{2-(N-morpholinocarbonyl-N-methylam... The reactants are CN(C(=O)N[C@@H](CC1=CC=CC=C1)C(=O)N([C@@H](CC1=CNC=N1)C(=O)N[C@@H](CC1CCCCC1)[C@H](CC(C)C)O)C)CCN(C)C(=O)N1CCOCC1 ((2S,3S)-2-[Nα -[N-[N-methyl-N-{2-(N-morpholinocarbonyl-N-methylamino)ethyl}aminocarbonyl]-L-phenylalanyl]-Nα -methyl-L-histidyl]amino-1-cyclohexyl-3-hydroxy-5-methylhexane), Cl (hydrogen chloride).